This data is from the Open Reaction Database (ORD), a public repository of structured organic reaction records. The task is: describe an organic reaction: reactants, conditions, products, and yield Reactants: COC(=O)CCCCCCCCCCCCCCCCCCCCC(=O)O (1,20-eicosanedicarboxylic acid monomethyl ester), S(=O)(Cl)Cl (thionyl chloride). Reaction conditions: time 12 hour. Product: ClC(=O)CCCCCCCCCCCCCCCCCCCCC(=O)OC (methyl 21-chloroformylheneicosanoate). As a reaction SMILES: [CH3:1][O:2][C:3]([CH2:5][CH2:6][CH2:7][CH2:8][CH2:9][CH2:10][CH2:11][CH2:12][CH2:13][CH2:14][CH2:15][CH2:16][CH2:17][CH2:18][CH2:19][CH2:20][CH2:21][CH2:22][CH2:23][CH2:24][C:25]([OH:27])=O)=[O:4].S(Cl)([Cl:30])=O>>[Cl:30][C:25]([CH2:24][CH2:23][CH2:22][CH2:21][CH2:20][CH2:19][CH2:18][CH2:17][CH2:16][CH2:15][CH2:14][CH2:13][CH2:12][CH2:11][CH2:10][CH2:9][CH2:8][CH2:7][CH2:6][CH2:5][C:3]([O:2][CH3:1])=[O:4])=[O:27]. Reported procedure: One gram of 1,20-eicosanedicarboxylic acid monomethyl ester is dissolved in 5 ml of thionyl chloride. After stirring at room temperature for 12 hours, excess thionyl chloride is distilled off under reduced pressure to give crude crystals of methyl 21-chloroformylheneicosanoate. This product is submitted to the following step without purification. The reactants are [OH-].[Na+] (sodium hydroxide), COC(=O)C1=CC=C(C2=CC=CC=C12)CN(CC=1NC=CN1)CC=1NC=CN1 (4-{[bis(1H-imidazol-2-ylmethyl)amino]methyl}naphthalene-1-carboxylic acid methyl ester), Cl (hydrochloric acid). Solvent: CO (methanol). The yield is 104.2%. Run at time 1 hour. Reaction SMILES: C[O:2][C:3]([C:5]1[C:14]2[C:9](=[CH:10][CH:11]=[CH:12][CH:13]=2)[C:8]([CH2:15][N:16]([CH2:23][C:24]2[NH:25][CH:26]=[CH:27][N:28]=2)[CH2:17][C:18]2[NH:19][CH:20]=[CH:21][N:22]=2)=[CH:7][CH:6]=1)=[O:4].[OH-].[Na+].Cl>CO>[NH:19]1[CH:20]=[CH:21][N:22]=[C:18]1[CH2:17][N:16]([CH2:15][C:8]1[C:9]2[C:14](=[CH:13][CH:12]=[CH:11][CH:10]=2)[C:5]([C:3]([OH:4])=[O:2])=[CH:6][CH:7]=1)[CH2:23][C:24]1[NH:28][CH:27]=[CH:26][N:25]=1 |f:1.2|. Reported procedure: The compound (675 mg) obtained in Example 36-3 was added with methanol (7.0 ml) and a 1 mol/l sodium hydroxide (7.0 ml), followed by stirring for 1 hour. After completion of the reaction, 1 mol/l hydrochloric acid (8.0 ml) was added to adjust the solution to pH 4. Then, the solvent was distilled off and the residue was washed with methanol, followed by drying. Consequently, the subject compound (677 mg) was obtained as a white solid. Yields the product N1C(=NC=C1)CN(CC=1NC=CN1)CC1=CC=C(C2=CC=CC=C12)C(=O)O (4-{[bis(1H-imidazol-2-ylmethyl)amino]methyl}naphthalene-1-carboxylic acid). Conditions: time 1 hour. As a reaction SMILES: [F:1][C:2]1[CH:20]=[CH:19][C:5]2[C:6]([CH2:9][CH2:10][CH2:11][N:12]3[CH2:17][CH2:16][C:15](=[O:18])[CH2:14][CH2:13]3)=[N:7][O:8][C:4]=2[CH:3]=1.C([Mg]Br)[C:22]1[CH:27]=[CH:26][C:25]([O:28][CH3:29])=[CH:24][CH:23]=1.[Cl-:32].[NH4+]>O1CCCC1.CCOCC>[ClH:32].[F:1][C:2]1[CH:20]=[CH:19][C:5]2[C:6]([CH2:9][CH2:10][CH2:11][N:12]3[CH2:13][CH2:14][C:15]([OH:18])([C:22]4[CH:27]=[CH:26][C:25]([O:28][CH3:29])=[CH:24][CH:23]=4)[CH2:16][CH2:17]3)=[N:7][O:8][C:4]=2[CH:3]=1 |f:2.3,6.7|. Procedure details: A solution of 6.3 g of 1-[3-(6-fluoro-1,2-benzisoxazol-3-yl)propyl]-4-piperidone in 35 ml of tetrahydrofuran was slowly added to a solution of 49 ml of p-anisylmagnesium bromide (1.4 M in tetrahydrofuran). After the addition was complete, the reaction mixture was stirred at ambient temperature for one hr, diluted with ether, poured into 400 of ml saturated ammonium chloride solution and extracted with ether. The organic extracts were washed with water (2×), saturated sodium chloride solution and... Reactants: FC1=CC2=C(C(=NO2)CCCN2CCC(CC2)=O)C=C1 (1-[3-(6-fluoro-1,2-benzisoxazol-3-yl)propyl]-4-piperidone), C(C1=CC=C(C=C1)OC)[Mg]Br (p-anisylmagnesium bromide), [Cl-].[NH4+] (ammonium chloride). Product: Cl.FC1=CC2=C(C(=NO2)CCCN2CCC(CC2)(C2=CC=C(C=C2)OC)O)C=C1 (1-[3-(6-Fluoro-1,2-benzisoxazol-3-yl)propyl]-4-hydroxy-4-(4-methoxyphenyl)piperidine hydrochloride). The solvent is CCOCC (ether), O1CCCC1 (tetrahydrofuran). The reactants are [N+](=O)([O-])C=1C(=NC(=CC1)Cl)O (3-nitro-6-chloro-2-pyridinol), BrC(C(=O)OCC)C (ethyl α-bromopropionate), C([O-])([O-])=O.[K+].[K+] (potassium carbonate). Solvent: CS(=O)C (DMSO). Product: ClC1=CC=C(C(=N1)OC(C(=O)OCC)C)[N+](=O)[O-] (ethyl 2-(6-chloro-3-nitro-2-pyridinyl)oxypropanoate). As a reaction SMILES: [N+:1]([C:4]1[C:5]([OH:11])=[N:6][C:7]([Cl:10])=[CH:8][CH:9]=1)([O-:3])=[O:2].Br[CH:13]([CH3:19])[C:14]([O:16][CH2:17][CH3:18])=[O:15].C(=O)([O-])[O-].[K+].[K+]>CS(C)=O>[Cl:10][C:7]1[N:6]=[C:5]([O:11][CH:13]([CH3:19])[C:14]([O:16][CH2:17][CH3:18])=[O:15])[C:4]([N+:1]([O-:3])=[O:2])=[CH:9][CH:8]=1 |f:2.3.4|. Procedure: A mixture of 8.8 grams of 3-nitro-6-chloro-2-pyridinol, 9 grams of ethyl α-bromopropionate and 6 grams of potassium carbonate was stirred in 50 ml of DMSO (dimethylsulfoxide) at ambient temperature for approximately 48 hours. Starting materials: Cl.FC1=CC=C(C=C1)NN (1-(4-fluorophenyl)hydrazine hydrochloride), C(C)(=O)O.C(C)C1C(CCCC1)=O (ethyl-2-cyclohexanone acetate). Product: FC=1C=C2C=3CCCC(C3NC2=CC1)CC(=O)O (6-fluoro-1,2,3,4-tetrahydrocarbazol-1-yl-acetic acid). As a reaction SMILES: Cl.[F:2][C:3]1[CH:8]=[CH:7][C:6]([NH:9]N)=[CH:5][CH:4]=1.[C:11]([OH:14])(=[O:13])[CH3:12].C([CH:17]1[CH2:22][CH2:21][CH2:20][CH2:19][C:18]1=O)C>>[F:2][C:3]1[CH:8]=[C:7]2[C:6](=[CH:5][CH:4]=1)[NH:9][C:18]1[CH:19]([CH2:12][C:11]([OH:14])=[O:13])[CH2:20][CH2:21][CH2:22][C:17]2=1 |f:0.1,2.3|. Procedure details: Following the procedure of Example 1, but using 1-(4-fluorophenyl)hydrazine hydrochloride and ethyl-2-cyclohexanone acetate as starting materials, the title compound was prepared. The reactants are O=C([O-])[O-], CC#N, O=[N+]([O-])c1ccc(Cl)nc1Cl, [K+], [K+], CCC(N)CC. Product: CCC(CC)Nc1nc(Cl)ccc1[N+](=O)[O-]. As a reaction SMILES: [C:12](=[O:13])([O-:14])[O-:15].[CH3:24][C:25]#[N:26].[Cl:1][c:2]1[n:3][c:4]([Cl:11])[cH:5][cH:6][c:7]1[N+:8](=[O:9])[O-:10].[K+:16].[K+:17].[NH2:18][CH:19]([CH2:20][CH3:21])[CH2:22][CH3:23]>>[c:2]1([NH:18][CH:19]([CH2:20][CH3:21])[CH2:22][CH3:23])[n:3][c:4]([Cl:11])[cH:5][cH:6][c:7]1[N+:8](=[O:9])[O-:10]. Reactants: OC1=CC=C(C=O)C=C1 (4-hydroxybenzaldehyde), bromo, CC1=CC=C(C=C1)S(=O)(=O)CCCOC1OCCCC1 (3-(4-Methylphenyl)sulfonyl-1-tetrahydropyranyloxypropane), ClCCl.[OH-].[Na+] (dichloromethane sodium hydroxide), [OH-].C(CCC)[N+](CCCC)(CCCC)CCCC (tetra-n-butylammonium hydroxide). Product: O1C(CCCC1)OCCCOC1=CC=C(C=O)C=C1 (4-[3-(Tetrahydropyranyloxy)propoxy]benzaldehyde). Reaction SMILES: [OH:1][C:2]1[CH:9]=[CH:8][C:5]([CH:6]=[O:7])=[CH:4][CH:3]=1.CC1C=CC(S([CH2:20][CH2:21][CH2:22][O:23][CH:24]2[CH2:29][CH2:28][CH2:27][CH2:26][O:25]2)(=O)=O)=CC=1.ClCCl.[OH-].[Na+].[OH-].C([N+](CCCC)(CCCC)CCCC)CCC>>[O:25]1[CH2:26][CH2:27][CH2:28][CH2:29][CH:24]1[O:23][CH2:22][CH2:21][CH2:20][O:1][C:2]1[CH:9]=[CH:8][C:5]([CH:6]=[O:7])=[CH:4][CH:3]=1 |f:2.3.4,5.6|. Procedure: In accordance with literature directions 4-hydroxybenzaldehyde is reacted with the bromo compound 2a in the presence of a phase transfer catalyst (dichloromethane/sodium hydroxide solution/tetra-n-butylammonium hydroxide). After chromatographic purification the aldehyde is obtained as a pale yellow oil. The reactants are ClC1=CC(=C2C(=N1)N(C=C2)COCC[Si](C)(C)C)OC2=C1C=CC=C(C1=CC=C2)C(=O)NC2=CC(=CC=C2)C(F)(F)F (5-(6-chloro-1-((2-(trimethylsilyl)ethoxy)methyl)-1H-pyrrolo[2,3-b]pyridin-4-yloxy)-N-(3-(trifluoromethyl)phenyl)-1-naphthamide), NC1=CC=C(C=C1)S(=O)(=O)N1CCN(CC1)C(=O)OC(C)(C)C (tert-butyl 4-(4-aminophenylsulfonyl)piperazine-1-carboxylate). Product: FC(C=1C=C(C=CC1)NC(=O)C1=C2C=CC=C(C2=CC=C1)OC1=C2C(=NC(=C1)NC1=CC=C(C=C1)S(=O)(=O)N1CCN(CC1)C(=O)OC(C)(C)C)N(C=C2)COCC[Si](C)(C)C)(F)F (tert-butyl 4-(4-(4-(5-(3-(trifluoromethyl)phenylcarbamoyl)naphthalen-1-yloxy)-1-((2-(trimethylsilyl)ethoxy)methyl)-1H-pyrrolo[2,3-b]pyridin-6-ylamino)phenylsulfonyl)piperazine-1-carboxylate). The yield is 70.5%. As a reaction SMILES: Cl[C:2]1[N:7]=[C:6]2[N:8]([CH2:11][O:12][CH2:13][CH2:14][Si:15]([CH3:18])([CH3:17])[CH3:16])[CH:9]=[CH:10][C:5]2=[C:4]([O:19][C:20]2[CH:29]=[CH:28][CH:27]=[C:26]3[C:21]=2[CH:22]=[CH:23][CH:24]=[C:25]3[C:30]([NH:32][C:33]2[CH:38]=[CH:37][CH:36]=[C:35]([C:39]([F:42])([F:41])[F:40])[CH:34]=2)=[O:31])[CH:3]=1.[NH2:43][C:44]1[CH:49]=[CH:48][C:47]([S:50]([N:53]2[CH2:58][CH2:57][N:56]([C:59]([O:61][C:62]([CH3:65])([CH3:64])[CH3:63])=[O:60])[CH2:55][CH2:54]2)(=[O:52])=[O:51])=[CH:46][CH:45]=1>>[F:40][C:39]([F:42])([F:41])[C:35]1[CH:34]=[C:33]([NH:32][C:30]([C:25]2[CH:24]=[CH:23][CH:22]=[C:21]3[C:26]=2[CH:27]=[CH:28][CH:29]=[C:20]3[O:19][C:4]2[CH:3]=[C:2]([NH:43][C:44]3[CH:49]=[CH:48][C:47]([S:50]([N:53]4[CH2:58][CH2:57][N:56]([C:59]([O:61][C:62]([CH3:65])([CH3:64])[CH3:63])=[O:60])[CH2:55][CH2:54]4)(=[O:51])=[O:52])=[CH:46][CH:45]=3)[N:7]=[C:6]3[N:8]([CH2:11][O:12][CH2:13][CH2:14][Si:15]([CH3:17])([CH3:18])[CH3:16])[CH:9]=[CH:10][C:5]=23)=[O:31])[CH:38]=[CH:37][CH:36]=1. Procedure details: tert-butyl 4-(4-(4-(5-(3-(trifluoromethyl)phenylcarbamoyl)naphthalen-1-yloxy)-1-((2-(trimethylsilyl)ethoxy)methyl)-1H-pyrrolo[2,3-b]pyridin-6-ylamino)phenylsulfonyl)piperazine-1-carboxylate (42 mg, 70% yield) was prepared as described for Example 5-B starting from 5-(6-chloro-1-((2-(trimethylsilyl)ethoxy)methyl)-1H-pyrrolo[2,3-b]pyridin-4-yloxy)-N-(3-(trifluoromethyl)phenyl)-1-naphthamide (40 mg, 0.065 mmol) and tert-butyl 4-(4-aminophenylsulfonyl)piperazine-1-carboxylate (22 mg, 0.065 mmol). MS...